This data is from the Open Reaction Database (ORD), a public repository of structured organic reaction records. The task is: describe an organic reaction: reactants, conditions, products, and yield Reactants: Cc1ccc(-c2ncccc2C(F)(F)F)cc1, O=S1(=O)N=C(O)c2ccc(-c3ncccc3Cl)cc21, Cc1ccc(-c2ncccc2Cl)cc1. Product: O=S1(=O)N=C(O)c2ccc(-c3ncccc3C(F)(F)F)cc21. RXN SMILES: [CH3:20][c:21]1[cH:22][cH:23][c:24](-[c:25]2[c:26]([C:33]([F:34])([F:35])[F:36])[cH:27][cH:28][cH:29][n:30]2)[cH:31][cH:32]1.[Cl:1][c:2]1[c:3](-[c:8]2[cH:9][c:10]3[c:11]([cH:18][cH:19]2)[C:12]([OH:17])=[N:13][S:14]3(=[O:15])=[O:16])[n:4][cH:5][cH:6][cH:7]1.[Cl:37][c:38]1[c:39](-[c:40]2[cH:41][cH:42][c:43]([CH3:44])[cH:45][cH:46]2)[n:47][cH:48][cH:49][cH:50]1>>[c:2]1([C:33]([F:34])([F:35])[F:36])[c:3](-[c:8]2[cH:9][c:10]3[c:11]([cH:18][cH:19]2)[C:12]([OH:17])=[N:13][S:14]3(=[O:15])=[O:16])[n:4][cH:5][cH:6][cH:7]1.